From a dataset of the Open Reaction Database (ORD), a public repository of structured organic reaction records. describe an organic reaction: reactants, conditions, products, and yield Starting materials: C[Sn](C)(C)Cl (trimethyltin chloride), [Li]CCCC (n-BuLi), BrC1=C(C=CC=C1)OC (2-bromoanisole). The solvent is C(C)OCC (diethyl ether), C(C)OCC (diethyl ether). Conditions: time 2 hour. The product is C[Sn](C1=C(C=CC=C1)OC)(C)C (2-trimethylstannylanisole). Isolated yield 76.6%. As a reaction SMILES: [Li]CCCC.Br[C:7]1[CH:12]=[CH:11][CH:10]=[CH:9][C:8]=1[O:13][CH3:14].[CH3:15][Sn:16](Cl)([CH3:18])[CH3:17]>C(OCC)C>[CH3:15][Sn:16]([CH3:18])([CH3:17])[C:7]1[CH:12]=[CH:11][CH:10]=[CH:9][C:8]=1[O:13][CH3:14]. Reported procedure: To a stirring solution of n-BuLi (2.6 mL, 2.5M in hexane, 6.42 mmol) in diethyl ether (2.5 mL) at −78C was added 2-bromoanisole (1.0 g, 5.35 mmol) in diethyl ether (2 mL) dropwise. After stirring for 1 h at −78C, trimethyltin chloride (6.4 mL, 1.0M in THF, 6.42 mmol) was added dropwise. The mixture was allowed to stir an additional 2 h while slowly warming to room temperature. The mixture was then washed with saturated aqueous NaHCO3. The aqueous layer was extracted with diethyl ether (1×50 mL) ... RXN SMILES: [Cl:1][C:2]1[CH:3]=[C:4]([CH:9]=[CH:10][CH:11]=1)[C:5]([O:7][OH:8])=[O:6]>C(O)(=O)C.C(Cl)Cl.CCOCC>[OH:7][OH:8].[Cl:1][C:2]1[CH:3]=[C:4]([CH:9]=[CH:10][CH:11]=1)[C:5]([O:7][OH:8])=[O:6]. Starting materials: ClC=1C=C(C(=O)OO)C=CC1 (3-chloroperoxybenzoic acid). Procedure: Compound 20 is treated with an organolithium base (e.g. LDA, t-BuLi or, preferably, n-BuLi) at low temperature (preferably −78° C.) in a solvent such as DME, Et2O or, preferably, THF, followed by treatment with an organo-disulfide, preferably diphenyldisulfide, to afford compound 28. Compound 29 is obtained by treating compound 28 with a base (e.g. LHMDS, LDA or, preferably, LTMP) at low temperature (preferably −78° C.) in a solvent such as THF, followed by aldehyde RMCHO. Compound 29 is treated... The solvent is C(C)(=O)O (acetic acid), C(Cl)Cl (CH2Cl2), CCOCC (Et2O). Yields the product OO (hydrogen peroxide), ClC=1C=C(C(=O)OO)C=CC1 (3-chloroperoxybenzoic acid), compound 31. The reactants are CC(=O)Oc1cccc(O[Si](C(C)C)(C(C)C)C(C)C)c1, C1CCOC1, [Na+], [OH-]. Product: CC(C)[Si](Oc1cccc(O)c1)(C(C)C)C(C)C. As a reaction SMILES: [C:3](=[O:4])([CH3:5])[O:6][c:7]1[cH:8][c:9]([O:13][Si:14]([CH:15]([CH3:16])[CH3:17])([CH:18]([CH3:19])[CH3:20])[CH:21]([CH3:22])[CH3:23])[cH:10][cH:11][cH:12]1.[CH2:24]1[O:25][CH2:26][CH2:27][CH2:28]1.[Na+:2].[OH-:1]>>[OH:6][c:7]1[cH:8][c:9]([O:13][Si:14]([CH:15]([CH3:16])[CH3:17])([CH:18]([CH3:19])[CH3:20])[CH:21]([CH3:22])[CH3:23])[cH:10][cH:11][cH:12]1. The reactants are CN1CCN(CC1)C1=CC=C(C=C1)NC=1C=2N(C(=CN1)C=1C=C(SC1)C(=O)N)N=CN2 (4-{8-[4-(4-Methyl-piperazin-1-yl)-phenylamino]-[1,2,4]triazolo[1,5-a]pyrazin-5-yl}-thiophene-2-carboxylic acid amide), C(C)N(C(C)C)C(C)C (N-ethyldiisopropyl-amine), BrC1=CN=C(C=2N1N=CN2)Br (5,8-dibromo-[1,2,4]triazolo[1,5-a]pyrazine), COC(C1=CC=C(C=C1)N)=O (4-aminobenzoic methyl ester). Solvent: CC(C)O (2-propanol), CC(C)O (2-propanol). The product is COC(C1=CC=C(C=C1)NC=1C=2N(C(=CN1)Br)N=CN2)=O (4-(5-Bromo-[1,2,4]triazolo[1,5-a]pyrazin-8-ylamino)-benzoic acid methyl ester). Reaction SMILES: CN1CCN(C2C=CC(NC3C4N(N=CN=4)C(C4C=C(C(N)=O)SC=4)=CN=3)=CC=2)CC1.[Br:32][C:33]1[N:38]2[N:39]=[CH:40][N:41]=[C:37]2[C:36](Br)=[N:35][CH:34]=1.[CH3:43][O:44][C:45](=[O:53])[C:46]1[CH:51]=[CH:50][C:49]([NH2:52])=[CH:48][CH:47]=1.C(N(C(C)C)C(C)C)C>CC(O)C>[CH3:43][O:44][C:45](=[O:53])[C:46]1[CH:51]=[CH:50][C:49]([NH:52][C:36]2[C:37]3[N:38]([N:39]=[CH:40][N:41]=3)[C:33]([Br:32])=[CH:34][N:35]=2)=[CH:48][CH:47]=1. Procedure details: This compound may be prepared using methods as described for Compound 6, step 1 using 5,8-dibromo-[1,2,4]triazolo[1,5-a]pyrazine (250 mg, 0.90 mmol), 4-aminobenzoic methyl ester (163 mg, 1.08 mmol) and N-ethyldiisopropyl-amine (0.19 mL, 1.08 mmol) in 2-propanol (2.5 mL). The title compound is obtained after trituration with 2-propanol as a brown solid (148 mg, 47%). Procedure: 16 g of sodium styrenesulfonate (SSNa) (available from Sigma-Aldrich Corp.) and 4 g of perfluorooctene (1H,1H,2H-perfluoro-1-octene) are fully dissolved in 0.24 L of dimethylsulfoxide (DMSO) with heating. Then, 0.1 g of azobisisobutyronitrile (AIBN) is added dropwise to the DMSO solution. The monomers are polymerized for 24 hours or more. The polymerization is carried out varying the content of perfluorooctene (5, 10, and 20 wt %). The reaction product is allowed to sit at ambient temperature. T... Run in CS(=O)C (DMSO), CS(=O)C (dimethylsulfoxide). Product: C(=CC1=CC=CC=C1)S(=O)(=O)[O-].FC(=C(C(C(C(C(C(C(F)(F)F)(F)F)(F)F)(F)F)(F)F)(F)F)F)F (styrenesulfonate perfluorooctene), P(SSNa-co-PFO). The reactants are N(=NC(C#N)(C)C)C(C#N)(C)C (azobisisobutyronitrile), FC(=C(C(C(C(C(C(C(F)(F)F)(F)F)(F)F)(F)F)(F)F)(F)F)F)F (perfluorooctene), C(=CC1=CC=CC=C1)S(=O)(=O)[O-].[Na+] (sodium styrenesulfonate), FC(=C(C(C(C(C(C(C(F)(F)F)(F)F)(F)F)(F)F)(F)F)(F)F)F)F (perfluorooctene). Reaction SMILES: [CH:1]([S:9]([O-:12])(=[O:11])=[O:10])=[CH:2][C:3]1[CH:8]=[CH:7][CH:6]=[CH:5][CH:4]=1.[Na+].[F:14][C:15]([F:37])=[C:16]([F:36])[C:17]([F:35])([F:34])[C:18]([F:33])([F:32])[C:19]([F:31])([F:30])[C:20]([F:29])([F:28])[C:21]([F:27])([F:26])[C:22]([F:25])([F:24])[F:23].N(C(C)(C)C#N)=NC(C)(C)C#N>CS(C)=O>[CH:1]([S:9]([O-:12])(=[O:10])=[O:11])=[CH:2][C:3]1[CH:8]=[CH:7][CH:6]=[CH:5][CH:4]=1.[F:14][C:15]([F:37])=[C:16]([F:36])[C:17]([F:34])([F:35])[C:18]([F:32])([F:33])[C:19]([F:30])([F:31])[C:20]([F:29])([F:28])[C:21]([F:27])([F:26])[C:22]([F:25])([F:24])[F:23] |f:0.1,5.6|.